This data is from the Open Reaction Database (ORD), a public repository of structured organic reaction records. The task is: describe an organic reaction: reactants, conditions, products, and yield Reactants: NN (hydrazine), C1(C=2C(C(N1CC1=C(N3C(S1)=CN=C3)C)=O)=CC=CC2)=O (2-phthalimidomethyl-3-methylimidazo[5,1-b]thiazole). Run in CO (methanol). The product is NCC1=C(N2C(S1)=CN=C2)C (2-aminomethyl-3-methylimidazo[5,1-b]thiazole). Isolated yield 86.6%. Reaction SMILES: NN.C1(=O)[N:7]([CH2:8][C:9]2[S:13][C:12]3=[CH:14][N:15]=[CH:16][N:11]3[C:10]=2[CH3:17])C(=O)C2=CC=CC=C12>CO>[NH2:7][CH2:8][C:9]1[S:13][C:12]2=[CH:14][N:15]=[CH:16][N:11]2[C:10]=1[CH3:17]. Procedure details: A 0.052 ml portion of anhydrous hydrazine was added to 15 ml of a dry methanol solution containing 380 mg of 2-phthalimidomethyl-3-methylimidazo[5,1-b]thiazole, followed by heating under reflux for 6 hours. The reaction solution was cooled on ice, and the resulting crystal was filtered and then washed with a small amount of cold methanol. The filtrate was concentrated under reduced pressure, and to the resulting residue, 15 ml of dichloromethane was added. Afterward, the solution was extracted w...